Dataset: the Open Reaction Database (ORD), a public repository of structured organic reaction records. Task: describe an organic reaction: reactants, conditions, products, and yield The reactants are N-Aryl-benzenesulfonamides, NC1=C(C=C(C=C1)Cl)C(=O)C1=CC=CC=C1 ((2-Amino-5-chloro-phenyl)-phenyl-methanone), COC1=CC=C(C=C1)S(=O)(=O)Cl (4-methoxy-benzenesulfonyl chloride). The product is C(C1=CC=CC=C1)(=O)C1=C(C=CC(=C1)Cl)NS(=O)(=O)C1=CC=C(C=C1)OC (N-(2-Benzoyl-4-chloro-phenyl)-4-methoxy-benzenesulfonamide). Reaction SMILES: [NH2:1][C:2]1[CH:7]=[CH:6][C:5]([Cl:8])=[CH:4][C:3]=1[C:9]([C:11]1[CH:16]=[CH:15][CH:14]=[CH:13][CH:12]=1)=[O:10].[CH3:17][O:18][C:19]1[CH:24]=[CH:23][C:22]([S:25](Cl)(=[O:27])=[O:26])=[CH:21][CH:20]=1>>[C:9]([C:3]1[CH:4]=[C:5]([Cl:8])[CH:6]=[CH:7][C:2]=1[NH:1][S:25]([C:22]1[CH:21]=[CH:20][C:19]([O:18][CH3:17])=[CH:24][CH:23]=1)(=[O:27])=[O:26])(=[O:10])[C:11]1[CH:12]=[CH:13][CH:14]=[CH:15][CH:16]=1. Procedure: The known compound was prepared according to the general procedure for the synthesis of N-Aryl-benzenesulfonamides previously described using (2-Amino-5-chloro-phenyl)-phenyl-methanone and 4-methoxy-benzenesulfonyl chloride and purified by flash chromatography (20% EtOAc.Hexane). 1H NMR (CDCl3) δ 9.63 (s, 1H) 7.75 (d, J=12 Hz, 1H) 7.57 (m, 3H) 7.49-7.35 (m, 5H) 7.33 (d, J=4 Hz, 1H) 6.69 (d, J=12 Hz, 2H) 3.67 (s, 3H). MS: m/z=402.0 (M++1). Starting materials: 192, ClC1=CC=C(C=C1)N=C1CCN(CC1)C(=O)OCC (ethyl 4-[(4-chlorophenyl)imino]-1-piperidinecarboxylate), [BH4-].[Na+] (sodium borohydride). The solvent is CO (methanol). Reaction conditions: time 1 hour. Yields the product 122, ClC1=CC=C(C=C1)NC1CCN(CC1)C(=O)OCC (ethyl 4-[(4-chlorophenyl)amino]-1-piperidinecarboxylate). Reaction SMILES: [Cl:1][C:2]1[CH:7]=[CH:6][C:5]([N:8]=[C:9]2[CH2:14][CH2:13][N:12]([C:15]([O:17][CH2:18][CH3:19])=[O:16])[CH2:11][CH2:10]2)=[CH:4][CH:3]=1.[BH4-].[Na+]>CO>[Cl:1][C:2]1[CH:7]=[CH:6][C:5]([NH:8][CH:9]2[CH2:10][CH2:11][N:12]([C:15]([O:17][CH2:18][CH3:19])=[O:16])[CH2:13][CH2:14]2)=[CH:4][CH:3]=1 |f:1.2|. Procedure: To a warm solution of 192 parts of ethyl 4-[(4-chlorophenyl)imino]-1-piperidinecarboxylate in 560 parts of methanol is added portionwise 23.5 parts of sodium borohydride at 50° C. and over a period of one hour. After the addition is complete, the mixture is stirred at the same temperature for 2 hours. The methanol is evaporated. The solid residue is heated with ±600 parts of water and the product is extracted with benzene. The extract is dried over magnesium sulfate and evaporated. The oily resi... Reaction SMILES: [CH3:16][N:17]([CH2:18][CH2:19][NH2:20])[CH3:21].[CH3:22][C:23]#[N:24].[Cl:1][CH2:2][C:3](=[O:4])[NH:5][c:6]1[n:7][nH:8][c:9]2[cH:10][c:11]([Cl:15])[cH:12][cH:13][c:14]12>>[CH2:2]([C:3](=[O:4])[NH:5][c:6]1[n:7][nH:8][c:9]2[cH:10][c:11]([Cl:15])[cH:12][cH:13][c:14]12)[NH:20][CH2:19][CH2:18][N:17]([CH3:16])[CH3:21]. Starting materials: CN(C)CCN, CC#N, O=C(CCl)Nc1n[nH]c2cc(Cl)ccc12. Product: CN(C)CCNCC(=O)Nc1n[nH]c2cc(Cl)ccc12. Reactants: COC(=O)CSC1=NC=CC=C1[N+](=O)[O-] (2-(methoxycarbonyl)methylthio-3-nitropyridine). Reagents/catalysts: [Pt]=O (platinum oxide). The solvent is C(C)O (ethanol). Conditions: time 3 hour. The product is NC=1C(=NC=CC1)SCC(=O)OC (3-amino-2-(methoxycarbonyl)methylthiopyridine). The yield is 97.5%. Reaction SMILES: [CH3:1][O:2][C:3]([CH2:5][S:6][C:7]1[C:12]([N+:13]([O-])=O)=[CH:11][CH:10]=[CH:9][N:8]=1)=[O:4]>[Pt]=O.C(O)C>[NH2:13][C:12]1[C:7]([S:6][CH2:5][C:3]([O:2][CH3:1])=[O:4])=[N:8][CH:9]=[CH:10][CH:11]=1. Procedure: A mixture of 3.0 g of 2-(methoxycarbonyl)methylthio-3-nitropyridine, 180 mg of platinum oxide, and 14 ml of ethanol was stirred at room temperature under an atmosphere of hydrogen gas for 3 hours. The gas in the atmosphere on the reaction system was placed with nitrogen gas, and the reaction mixture was filtered through Celite. The filtrate was concentrated. The residue was subjected to silica gel column chromatography to give 2.54 g of 3-amino-2-(methoxycarbonyl)methylthiopyridine. Reactants: C(C)(=O)OCC(CNC(C1=C(C(=C(C(=C1I)C(NCC(COC(C)=O)OC(C)=O)=O)I)N)I)=O)OC(C)=O (acetic acid 1-acetoxymethyl-2-[3-amino-5-(2,3-diacetoxy-propylcarbamoyl)-2,4,6-triiodo-benzoylamino]-ethyl ester), C(=O)(Cl)Cl (phosgene). Run in O1CCOCC1 (1,4-dioxane), C1(=CC=CC=C1)C (toluene), O1CCOCC1 (Dioxane). Run at temperature 60 celsius. Product: C(C)(=O)OCC(CNC(C1=C(C(=C(C(=C1I)N=C=O)I)C(NCC(COC(C)=O)OC(C)=O)=O)I)=O)OC(C)=O (Acetic acid 1-acetoxymethyl-2-[3-(2,3-diacetoxy-propylcarbamoyl)-2,4,6-triiodo-5-isocyanato-benzoylamino]-ethyl ester). As a reaction SMILES: [C:1]([O:4][CH2:5][CH:6]([O:35][C:36](=[O:38])[CH3:37])[CH2:7][NH:8][C:9](=[O:34])[C:10]1[C:15]([I:16])=[C:14]([C:17](=[O:30])[NH:18][CH2:19][CH:20]([O:26][C:27](=[O:29])[CH3:28])[CH2:21][O:22][C:23](=[O:25])[CH3:24])[C:13]([I:31])=[C:12]([NH2:32])[C:11]=1[I:33])(=[O:3])[CH3:2].[C:39](Cl)(Cl)=[O:40]>O1CCOCC1.C1(C)C=CC=CC=1>[C:23]([O:22][CH2:21][CH:20]([O:26][C:27](=[O:29])[CH3:28])[CH2:19][NH:18][C:17](=[O:30])[C:14]1[C:13]([I:31])=[C:12]([N:32]=[C:39]=[O:40])[C:11]([I:33])=[C:10]([C:9](=[O:34])[NH:8][CH2:7][CH:6]([O:35][C:36](=[O:38])[CH3:37])[CH2:5][O:4][C:1](=[O:3])[CH3:2])[C:15]=1[I:16])(=[O:25])[CH3:24]. Procedure details: To a solution of acetic acid 1-acetoxymethyl-2-[3-amino-5-(2,3-diacetoxy-propylcarbamoyl)-2,4,6-triiodo-benzoylamino]-ethyl ester (4 mmol) in 1,4-dioxane (20 mL) was added ˜11 equivalents of 20% phosgene solution in toluene (44 mL) at ambient temperature. The flask was sealed and the solution was heated at 60° C. for 15 hours. The reaction was allowed to cool to ambient temperature and then concentrated at reduced pressure to yield an off white, semi-crystalline solid. Dioxane (50 mL×2) was adde... Reactants: COCOc1cc(Br)c(OCOC)c(CO)c1, CC(C)(C)[Si](C)(C)Cl, CN(C)C=O, O, c1c[nH]cn1. Product: COCOc1cc(Br)c(OCOC)c(CO[Si](C)(C)C(C)(C)C)c1. RXN SMILES: [Br:1][c:2]1[c:3]([O:14][CH2:15][O:16][CH3:17])[c:4]([CH2:12][OH:13])[cH:5][c:6]([O:8][CH2:9][O:10][CH3:11])[cH:7]1.[C:23]([CH3:24])([CH3:25])([CH3:26])[Si:27]([CH3:28])([CH3:29])[Cl:30].[O:32]=[CH:33][N:34]([CH3:35])[CH3:36].[OH2:31].[nH:18]1[cH:19][cH:20][n:21][cH:22]1>>[Br:1][c:2]1[c:3]([O:14][CH2:15][O:16][CH3:17])[c:4]([CH2:12][O:13][Si:27]([C:23]([CH3:24])([CH3:25])[CH3:26])([CH3:28])[CH3:29])[cH:5][c:6]([O:8][CH2:9][O:10][CH3:11])[cH:7]1.